The task is: describe an organic reaction: reactants, conditions, products, and yield. This data is from the Open Reaction Database (ORD), a public repository of structured organic reaction records. The reactants are OC1=NC2=C(C3=CC=CC=C13)OC1=C2C=C(C=C1)OC (5-hydroxyl-8-methoxy-benzofuro[3,2-c]isoquinoline), ClC1=CC=C2C3=C(N=C(C2=C1)O)C1=C(O3)C=CC=C1 (3-chloro-benzofuro[3,2-c]isoquinoline-5-ol). Yields the product COC=1C=CC2=C(C1)C=1N=C(C3=CC=CC=C3C1O2)Cl (8-methoxy-5-chloro-benzofuro[3,2-c]isoquinoline). Reaction SMILES: O[C:2]1[C:11]2[C:6](=[CH:7][CH:8]=[CH:9][CH:10]=2)[C:5]2[O:12][C:13]3[CH:18]=[CH:17][C:16]([O:19][CH3:20])=[CH:15][C:14]=3[C:4]=2[N:3]=1.[Cl:21]C1C=C2C(C3OC4C=CC=CC=4C=3N=C2O)=CC=1>>[CH3:20][O:19][C:16]1[CH:17]=[CH:18][C:13]2[O:12][C:5]3[C:6]4[C:11](=[CH:10][CH:9]=[CH:8][CH:7]=4)[C:2]([Cl:21])=[N:3][C:4]=3[C:14]=2[CH:15]=1. Procedure: The procedure was similar to step S19C, while the starting material was 21B in stead of 19B.